This data is from the Open Reaction Database (ORD), a public repository of structured organic reaction records. The task is: describe an organic reaction: reactants, conditions, products, and yield Reactants: ClC1=NC=C(C(=N1)NC1CCC2(CCN(C2)C(=O)OC(C)(C)C)CC1)C (tert-butyl 8-((2-chloro-5-methylpyrimidin-4-yl)amino)-2-azaspiro[4.5]decane-2-carboxylate), Cl.CN1N=CC(=C1)N (1-methyl-1H-pyrazol-4-amine hydrochloride), CCN(C(C)C)C(C)C (DIPEA). The solvent is CCCCO (n-BuOH). Conditions: temperature 150 celsius, time 8 hour. Yields the product CC=1C(=NC(=NC1)NC=1C=NN(C1)C)NC1CCC2(CCN(C2)C(=O)OC(C)(C)C)CC1 (tert-butyl 8-((5-methyl-2-((1-methyl-1H-pyrazol-4-yl)amino)pyrimidin-4-yl)amino)-2-azaspiro[4.5]decane-2-carboxylate). The yield is 100.4%. Reaction SMILES: Cl[C:2]1[N:7]=[C:6]([NH:8][CH:9]2[CH2:25][CH2:24][C:12]3([CH2:16][N:15]([C:17]([O:19][C:20]([CH3:23])([CH3:22])[CH3:21])=[O:18])[CH2:14][CH2:13]3)[CH2:11][CH2:10]2)[C:5]([CH3:26])=[CH:4][N:3]=1.Cl.[CH3:28][N:29]1[CH:33]=[C:32]([NH2:34])[CH:31]=[N:30]1.CCN(C(C)C)C(C)C>CCCCO>[CH3:26][C:5]1[C:6]([NH:8][CH:9]2[CH2:25][CH2:24][C:12]3([CH2:16][N:15]([C:17]([O:19][C:20]([CH3:23])([CH3:22])[CH3:21])=[O:18])[CH2:14][CH2:13]3)[CH2:11][CH2:10]2)=[N:7][C:2]([NH:34][C:32]2[CH:31]=[N:30][N:29]([CH3:28])[CH:33]=2)=[N:3][CH:4]=1 |f:1.2|. Procedure details: To a suspension of tert-butyl 8-((2-chloro-5-methylpyrimidin-4-yl)amino)-2-azaspiro[4.5]decane-2-carboxylate (1.04 g, 2.73 mmol) and 1-methyl-1H-pyrazol-4-amine hydrochloride (365.4 mg, 2.73 mmol) in n-BuOH (8 mL) was added DIPEA (1.06 g, 8.20 mmol) and the reaction mixture was stirred in a sealed tube at 150° C. overnight then concentrated in vacuo. The residue was purified by silica gel column chromatography (MeOH/DCM (v/v)=1/100) to give the title compound as yellow oil (1.21 g, 100%). The reactants are CC(=O)Oc1c(C)c(-c2cc3ccc(OS(=O)(=O)C(F)(F)F)cc3o2)oc(=O)c1C, CN(C)[Sn](C)(C)C, Cc1ccccc1, c1ccc(P(c2ccccc2)(c2ccccc2)[Pd](P(c2ccccc2)(c2ccccc2)c2ccccc2)(P(c2ccccc2)(c2ccccc2)c2ccccc2)P(c2ccccc2)(c2ccccc2)c2ccccc2)cc1. Product: CC(=O)Oc1c(C)c(-c2cc3ccc(N(C)C)cc3o2)oc(=O)c1C. As a reaction SMILES: [C:8]([CH3:9])(=[O:10])[O:11][c:12]1[c:13]([CH3:37])[c:14](=[O:36])[o:15][c:16](-[c:19]2[o:20][c:21]3[c:22]([cH:23]2)[cH:24][cH:25][c:26]([O:28][S:29]([C:30]([F:31])([F:32])[F:33])(=[O:34])=[O:35])[cH:27]3)[c:17]1[CH3:18].[CH3:1][N:2]([CH3:3])[Sn:4]([CH3:5])([CH3:6])[CH3:7].[CH3:38][c:39]1[cH:40][cH:41][cH:42][cH:43][cH:44]1.[cH:45]1[cH:46][cH:47][c:48]([P:49]([Pd:50]([P:51]([c:52]2[cH:53][cH:54][cH:55][cH:56][cH:57]2)([c:58]2[cH:59][cH:60][cH:61][cH:62][cH:63]2)[c:64]2[cH:65][cH:66][cH:67][cH:68][cH:69]2)([P:70]([c:71]2[cH:72][cH:73][cH:74][cH:75][cH:76]2)([c:77]2[cH:78][cH:79][cH:80][cH:81][cH:82]2)[c:83]2[cH:84][cH:85][cH:86][cH:87][cH:88]2)[P:89]([c:90]2[cH:91][cH:92][cH:93][cH:94][cH:95]2)([c:96]2[cH:97][cH:98][cH:99][cH:100][cH:101]2)[c:102]2[cH:103][cH:104][cH:105][cH:106][cH:107]2)([c:108]2[cH:109][cH:110][cH:111][cH:112][cH:113]2)[c:114]2[cH:115][cH:116][cH:117][cH:118][cH:119]2)[cH:120][cH:121]1>>[CH3:1][N:2]([CH3:3])[c:26]1[cH:25][cH:24][c:22]2[c:21]([o:20][c:19](-[c:16]3[o:15][c:14](=[O:36])[c:13]([CH3:37])[c:12]([O:11][C:8]([CH3:9])=[O:10])[c:17]3[CH3:18])[cH:23]2)[cH:27]1. The reactants are C(C)(=O)C1=C(C(=C(OCCCOC2=C(C=C(C=C2)C#N)Cl)C=C1)CCC)O (1-(4-acetyl-3-hydroxy-2-n-propylphenoxy)-3-(2-chloro-4-cyanophenoxy)propane), [Cl-].[NH4+] (ammonium chloride), [N-]=[N+]=[N-].[Na+] (sodium azide). Conditions: temperature 120 celsius. Isolated yield 76.4%. Reported procedure: A mixture of 1-(4-acetyl-3-hydroxy-2-n-propylphenoxy)-3-(2-chloro-4-cyanophenoxy)propane (776 mg), ammonium chloride (700 mg), sodium azide (700 mg) and dimethylformamide (2 ml) was heated at 120° C. for 1 hour. After the inorganic salt was filtered off, the filtrate was concentrated under reduced pressure. The residue was acidified with 1N-HCl and the resultant precipitate was recovered by filtration. Recrystallized from methanol gave 659 mg of 1-(4-acetyl-3-hydroxy-2-n-propylphenoxy)-3-[2-chlo... RXN SMILES: [C:1]([C:4]1[CH:23]=[CH:22][C:7]([O:8][CH2:9][CH2:10][CH2:11][O:12][C:13]2[CH:18]=[CH:17][C:16]([C:19]#[N:20])=[CH:15][C:14]=2[Cl:21])=[C:6]([CH2:24][CH2:25][CH3:26])[C:5]=1[OH:27])(=[O:3])[CH3:2].[Cl-].[NH4+].[N-:30]=[N+:31]=[N-:32].[Na+]>CN(C)C=O>[C:1]([C:4]1[CH:23]=[CH:22][C:7]([O:8][CH2:9][CH2:10][CH2:11][O:12][C:13]2[CH:18]=[CH:17][C:16]([C:19]3[NH:32][N:31]=[N:30][N:20]=3)=[CH:15][C:14]=2[Cl:21])=[C:6]([CH2:24][CH2:25][CH3:26])[C:5]=1[OH:27])(=[O:3])[CH3:2] |f:1.2,3.4|. The solvent is CN(C=O)C (dimethylformamide). The product is C(C)(=O)C1=C(C(=C(OCCCOC2=C(C=C(C=C2)C2=NN=NN2)Cl)C=C1)CCC)O (1-(4-acetyl-3-hydroxy-2-n-propylphenoxy)-3-[2-chloro-4-(tetrazol-5-yl)phenoxy]propane). Reactants: COC(=O)C=1NN=C(C1)OCC=1C(=NOC1C)C1=CC=C(C=C1)F (5-[3-(4-fluoro-phenyl)-5-methyl-isoxazol-4-ylmethoxy]-2H-pyrazole-3-carboxylic acid methyl ester), C(C)(C)N (isopropylamine). Yields the product C(C)(C)NC(=O)C=1NN=C(C1)OCC=1C(=NOC1C)C1=CC=C(C=C1)F (5-[3-(4-Fluoro-phenyl)-5-methyl-isoxazol-4-ylmethoxy]-2H-pyrazole-3-carboxylic acid isopropylamide). The yield is 46.0%. RXN SMILES: CO[C:3]([C:5]1[NH:6][N:7]=[C:8]([O:10][CH2:11][C:12]2[C:13]([C:18]3[CH:23]=[CH:22][C:21]([F:24])=[CH:20][CH:19]=3)=[N:14][O:15][C:16]=2[CH3:17])[CH:9]=1)=[O:4].[CH:25]([NH2:28])([CH3:27])[CH3:26]>>[CH:25]([NH:28][C:3]([C:5]1[NH:6][N:7]=[C:8]([O:10][CH2:11][C:12]2[C:13]([C:18]3[CH:19]=[CH:20][C:21]([F:24])=[CH:22][CH:23]=3)=[N:14][O:15][C:16]=2[CH3:17])[CH:9]=1)=[O:4])([CH3:27])[CH3:26]. Procedure details: As described for example 8b, 5-[3-(4-fluoro-phenyl)-5-methyl-isoxazol-4-ylmethoxy]-2H-pyrazole-3-carboxylic acid methyl ester (100 mg, 0.3 mmol) was converted, using isopropylamine instead of 4-aminomorpholine, to the title compound (50 mg, 46%), which was obtained as a white solid. MS: m/e=359.2 [M+H]+.